From a dataset of the Open Reaction Database (ORD), a public repository of structured organic reaction records. describe an organic reaction: reactants, conditions, products, and yield Reactants: COC(CCNC(C1=CC=C(C=C1)C(CCCC(C)C)OC=1C=NC(=CC1)Cl)=O)=O (3-{4-[1-(6-chloro-pyridin-3-yloxy)-5-methyl-hexyl]-benzoylamino}-propionic acid methyl ester), FC(C1=CC=C(C=C1)B(O)O)(F)F (4-trifluoromethyl phenyl boronic acid). Yields the product CC(CCCC(OC=1C=NC(=CC1)C1=CC=C(C=C1)C(F)(F)F)C1=CC=C(C(=O)NCCC(=O)O)C=C1)C (Racemic 3-(4-{5-methyl-1-[6-(4-trifluoromethyl-phenyl)-pyridin-3-yloxy]-hexyl}-benzoylamino)-propionic acid). RXN SMILES: C[O:2][C:3](=[O:30])[CH2:4][CH2:5][NH:6][C:7](=[O:29])[C:8]1[CH:13]=[CH:12][C:11]([CH:14]([O:21][C:22]2[CH:23]=[N:24][C:25](Cl)=[CH:26][CH:27]=2)[CH2:15][CH2:16][CH2:17][CH:18]([CH3:20])[CH3:19])=[CH:10][CH:9]=1.[F:31][C:32]([F:43])([F:42])[C:33]1[CH:38]=[CH:37][C:36](B(O)O)=[CH:35][CH:34]=1>>[CH3:20][CH:18]([CH3:19])[CH2:17][CH2:16][CH2:15][CH:14]([C:11]1[CH:12]=[CH:13][C:8]([C:7]([NH:6][CH2:5][CH2:4][C:3]([OH:2])=[O:30])=[O:29])=[CH:9][CH:10]=1)[O:21][C:22]1[CH:23]=[N:24][C:25]([C:36]2[CH:37]=[CH:38][C:33]([C:32]([F:43])([F:42])[F:31])=[CH:34][CH:35]=2)=[CH:26][CH:27]=1. Procedure: The title compound is prepared in a manner substantially similar to Example 62 starting from 3-{4-[1-(6-chloro-pyridin-3-yloxy)-5-methyl-hexyl]-benzoylamino}-propionic acid methyl ester and 4-trifluoromethyl phenyl boronic acid. MS: 527.2[M−H]−. Yields the product C(C1=CC=CC=C1)N1CCC(C(CC1)=O)C(=O)OCC (ethyl 1-benzyl-5-oxoperhydroazepine-4-carboxylate). Yield: 27.0%. Reported procedure: Commercially available 1-benzylpiperidin-4-one (78.5 g, 0.415 mol) was dissolved in tetrahydrofuran (300 mL) and the solution was cooled to −25° C. Ethyl diazoacetate (56.8 g) and boron trifluoride diethyl ether complex (128 mL) were simultaneously added dropwise to the solution over one hour, followed by stirring for one hour while elevating the temperature from −25° C. to 0° C. The reaction mixture was mixed with a saturated aqueous sodium bicarbonate solution and was extracted with ethyl acet... Solvent: O1CCCC1 (tetrahydrofuran). Run at temperature -25 celsius, time 1 hour. RXN SMILES: [CH2:1]([N:8]1[CH2:13][CH2:12][C:11](=[O:14])[CH2:10][CH2:9]1)[C:2]1[CH:7]=[CH:6][CH:5]=[CH:4][CH:3]=1.[N+](=[CH:17][C:18]([O:20][CH2:21][CH3:22])=[O:19])=[N-].C(=O)(O)[O-].[Na+]>O1CCCC1>[CH2:1]([N:8]1[CH2:9][CH2:10][C:11](=[O:14])[CH:17]([C:18]([O:20][CH2:21][CH3:22])=[O:19])[CH2:12][CH2:13]1)[C:2]1[CH:7]=[CH:6][CH:5]=[CH:4][CH:3]=1 |f:2.3|. Reactants: [N+](=[N-])=CC(=O)OCC (Ethyl diazoacetate), C(C1=CC=CC=C1)N1CCC(CC1)=O (1-benzylpiperidin-4-one), C([O-])(O)=O.[Na+] (sodium bicarbonate).